This data is from the Open Reaction Database (ORD), a public repository of structured organic reaction records. The task is: describe an organic reaction: reactants, conditions, products, and yield Reactants: BrC=1C=CC(=C(C1)CO)CCC1=C(C(=CC=C1)OC)C (5-Bromo-2-[2-(3-methoxy-2-methylphenyl)-ethyl]-phenylmethanol), C1(=CC=CC=C1)P(C1=CC=CC=C1)C1=CC=CC=C1 (triphenylphosphine), II (iodine), N1C=NC=C1 (imidazole). The solvent is ClCCl (dichloromethane), ClCCl (dichloromethane). Reaction conditions: time 30 minute. Product: BrC=1C=CC(=C(C1)CI)CCC1=C(C(=CC=C1)OC)C (5-Bromo-2-[2-(3-methoxy-2-methylphenyl)-ethyl]-phenyliodomethane). As a reaction SMILES: C1(P(C2C=CC=CC=2)C2C=CC=CC=2)C=CC=CC=1.[I:20]I.N1C=CN=C1.[Br:27][C:28]1[CH:29]=[CH:30][C:31]([CH2:36][CH2:37][C:38]2[CH:43]=[CH:42][CH:41]=[C:40]([O:44][CH3:45])[C:39]=2[CH3:46])=[C:32]([CH2:34]O)[CH:33]=1>ClCCl>[Br:27][C:28]1[CH:29]=[CH:30][C:31]([CH2:36][CH2:37][C:38]2[CH:43]=[CH:42][CH:41]=[C:40]([O:44][CH3:45])[C:39]=2[CH3:46])=[C:32]([CH2:34][I:20])[CH:33]=1. Procedure details: To polymer-supported triphenylphosphine (9.2 g; ˜27.5 mmol) in dichloromethane (40 mL) was added iodine (6.98 g; 27.5 mmol). The mixture was stirred for 30 minutes and then imidazole (1.87 g; 27.5 mmol) was added to the mixture. After stirring for 15 minutes a solution of 5-bromo-2-[2-(3-methoxy-2-methylphenyl)-ethyl]-phenylmethanol 8 (4.19 g; 12.5 mmol) in dichloromethane (100 mL) was added. The mixture was heated at reflux for 2 hours, cooled to room temperature and filtered. The filtrate was ... The reactants are CI, O=C1NCCc2[nH]c3ccc(F)cc3c21, [H-], [Na+], CN(C)C=O, O. Yields the product Cn1c2c(c3cc(F)ccc31)C(=O)NCC2. As a reaction SMILES: [CH3:18][I:19].[F:3][c:4]1[cH:5][c:6]2[c:7]3[c:8]([nH:9][c:10]2[cH:11][cH:12]1)[CH2:13][CH2:14][NH:15][C:16]3=[O:17].[H-:1].[Na+:2].[O:21]=[CH:22][N:23]([CH3:24])[CH3:25].[OH2:20]>>[F:3][c:4]1[cH:5][c:6]2[c:7]3[c:8]([n:9]([CH3:18])[c:10]2[cH:11][cH:12]1)[CH2:13][CH2:14][NH:15][C:16]3=[O:17]. Product: [N-]=C=O.NC(=O)OCC.NC(=O)NC(=O)N (biuret urethane isocyanate). Conditions: temperature 82 celsius, time 3 hour. As a reaction SMILES: [N-:1]=[C:2]=[O:3].[N-:4]=[C:5]=[O:6].[N-]=[C:8]=[O:9].[NH2:10][C:11]([NH:13][C:14]([NH2:16])=[O:15])=[O:12]>CCCCC(C([O-])=O)CC.CCCCC(C([O-])=O)CC.[Sn+2].C(OCC)(=O)C>[N-:1]=[C:2]=[O:3].[NH2:4][C:5]([O:9][CH2:8][CH3:11])=[O:6].[NH2:10][C:11]([NH:13][C:14]([NH2:16])=[O:15])=[O:12] |f:0.1.2.3,4.5.6,8.9.10|. Reactants: [N-]=C=O.[N-]=C=O.[N-]=C=O.NC(=O)NC(=O)N (biuret triisocyanate), N-ethyl(perfluorooctane)sulfonamidoethyl alcohol. Procedure: In a one liter, 3-neck flask fitted with a mechanical stirrer, thermometer, condenser, gas inlet tube, addition funnel and electric heating mantle was placed 164 g (0.34 mole) "Desmondur" N-100 biuret triisocyanate, and 109 g ethyl acetate and 4 drops stannous octoate. The mixture was heated to 82° C. and stirred under a slow N2 stream while slowly adding over a period of 3 hours a solution of 319 g (0.55 mole) N-ethyl(perfluorooctane)sulfonamidoethyl alcohol in 212 g ethyl acetate and containin... The solvent is C(C)(=O)OCC (ethyl acetate), C(C)(=O)OCC (ethyl acetate). Reagents/catalysts: CCCCC(CC)C(=O)[O-].CCCCC(CC)C(=O)[O-].[Sn+2] (stannous octoate), CCCCC(CC)C(=O)[O-].CCCCC(CC)C(=O)[O-].[Sn+2] (stannous octoate).